Dataset: the Open Reaction Database (ORD), a public repository of structured organic reaction records. Task: describe an organic reaction: reactants, conditions, products, and yield The reactants are CCCCc1nc(C)[nH]c(=O)c1Cc1ccc(-c2ccccc2C#N)cc1, CCCCP(CCCC)CCCC, Cc1ccc(CO)nc1, CCOC(C)=O, O=C(N=NC(=O)N1CCCCC1)N1CCCCC1, C1CCOC1. Yields the product CCCCc1nc(C)n(Cc2ccc(C)cn2)c(=O)c1Cc1ccc(-c2ccccc2C#N)cc1. As a reaction SMILES: [CH2:1]([CH2:2][CH2:3][CH3:4])[c:5]1[n:6][c:7]([CH3:27])[nH:8][c:9](=[O:26])[c:10]1[CH2:11][c:12]1[cH:13][cH:14][c:15](-[c:18]2[c:19]([C:24]#[N:25])[cH:20][cH:21][cH:22][cH:23]2)[cH:16][cH:17]1.[CH2:46]([P:47]([CH2:48][CH2:49][CH2:50][CH3:51])[CH2:52][CH2:53][CH2:54][CH3:55])[CH2:56][CH2:57][CH3:58].[CH3:59][c:60]1[cH:61][cH:62][c:63]([CH2:66][OH:67])[n:64][cH:65]1.[CH3:68][CH2:69][O:70][C:71](=[O:72])[CH3:73].[N:28]([C:29]([N:30]1[CH2:31][CH2:32][CH2:33][CH2:34][CH2:35]1)=[O:36])=[N:37][C:38]([N:39]1[CH2:40][CH2:41][CH2:42][CH2:43][CH2:44]1)=[O:45].[O:74]1[CH2:75][CH2:76][CH2:77][CH2:78]1>>[CH2:1]([CH2:2][CH2:3][CH3:4])[c:5]1[n:6][c:7]([CH3:27])[n:8]([CH2:66][c:63]2[cH:62][cH:61][c:60]([CH3:59])[cH:65][n:64]2)[c:9](=[O:26])[c:10]1[CH2:11][c:12]1[cH:13][cH:14][c:15](-[c:18]2[c:19]([C:24]#[N:25])[cH:20][cH:21][cH:22][cH:23]2)[cH:16][cH:17]1. The reactants are ClC=1C=CC(=C(CN2C3=C(NCC2)N=CC(=C3)C=3C=C(C(=O)O)C=CC3)C1)C(F)(F)F (3-{1-[5-chloro-2-(trifluoromethyl)benzyl]-1,2,3,4-tetrahydropyrido[2,3-b]pyrazin-7-yl}benzoic acid), COC1=CC=C(CN2CCNCC2)C=C1 (1-(4-methoxybenzyl)piperazine). Product: ClC=1C=CC(=C(CN2C3=C(NCC2)N=CC(=C3)C=3C=C(C=CC3)C(=O)N3CCN(CC3)CC3=CC=C(C=C3)OC)C1)C(F)(F)F ((3-{1-[5-Chloro-2-(trifluoromethyl)benzyl]-1,2,3,4-tetrahydropyrido[2,3-b]pyrazin-7-yl}phenyl)-[4-(4-methoxybenzyl)piperazin-1-yl]methanone). As a reaction SMILES: [Cl:1][C:2]1[CH:3]=[CH:4][C:5]([C:28]([F:31])([F:30])[F:29])=[C:6]([CH:27]=1)[CH2:7][N:8]1[CH2:13][CH2:12][NH:11][C:10]2[N:14]=[CH:15][C:16]([C:18]3[CH:19]=[C:20]([CH:24]=[CH:25][CH:26]=3)[C:21]([OH:23])=O)=[CH:17][C:9]1=2.[CH3:32][O:33][C:34]1[CH:46]=[CH:45][C:37]([CH2:38][N:39]2[CH2:44][CH2:43][NH:42][CH2:41][CH2:40]2)=[CH:36][CH:35]=1>>[Cl:1][C:2]1[CH:3]=[CH:4][C:5]([C:28]([F:30])([F:31])[F:29])=[C:6]([CH:27]=1)[CH2:7][N:8]1[CH2:13][CH2:12][NH:11][C:10]2[N:14]=[CH:15][C:16]([C:18]3[CH:19]=[C:20]([C:21]([N:42]4[CH2:41][CH2:40][N:39]([CH2:38][C:37]5[CH:45]=[CH:46][C:34]([O:33][CH3:32])=[CH:35][CH:36]=5)[CH2:44][CH2:43]4)=[O:23])[CH:24]=[CH:25][CH:26]=3)=[CH:17][C:9]1=2. Reported procedure: 3-{1-[5-chloro-2-(trifluoromethyl)benzyl]-1,2,3,4-tetrahydropyrido[2,3-b]pyrazin-7-yl}benzoic acid was reacted with 1-(4-methoxybenzyl)piperazine as in General Procedure 10 to give the title compound. LCMS: m/z=636.01 (M+H+); retention time=0.62 minutes. The reactants are CN(C)C=O, CN1CCN(c2nc(-c3ccc(C4=NC5(CCCCC5)C(=O)O4)cc3)cs2)CC1, CSCCC(N)CO. The product is CSCCC(CO)NC(=O)C1(NC(=O)c2ccc(-c3csc(N4CCN(C)CC4)n3)cc2)CCCCC1. As a reaction SMILES: [CH3:38][N:39]([CH3:40])[CH:41]=[O:42].[CH3:9][N:10]1[CH2:11][CH2:12][N:13]([c:16]2[s:17][cH:18][c:19](-[c:21]3[cH:22][cH:23][c:24]([C:27]4=[N:28][C:29]5([C:30](=[O:32])[O:31]4)[CH2:33][CH2:34][CH2:35][CH2:36][CH2:37]5)[cH:25][cH:26]3)[n:20]2)[CH2:14][CH2:15]1.[NH2:1][CH:2]([CH2:3][CH2:4][S:5][CH3:6])[CH2:7][OH:8]>>[NH:1]([CH:2]([CH2:3][CH2:4][S:5][CH3:6])[CH2:7][OH:8])[C:30]([C:29]1([NH:28][C:27]([c:24]2[cH:23][cH:22][c:21](-[c:19]3[cH:18][s:17][c:16]([N:13]4[CH2:12][CH2:11][N:10]([CH3:9])[CH2:15][CH2:14]4)[n:20]3)[cH:26][cH:25]2)=[O:31])[CH2:33][CH2:34][CH2:35][CH2:36][CH2:37]1)=[O:32]. Starting materials: Cc1ccc([N+](=O)[O-])cc1, O, O=S(=O)=O. Product: Cc1ccc([N+](=O)[O-])cc1S(=O)(=O)O. RXN SMILES: [CH3:1][c:2]1[cH:3][cH:4][c:5]([N+:8]([O-:9])=[O:10])[cH:6][cH:7]1.[OH2:15].[S:11](=[O:12])(=[O:13])=[O:14]>>[CH3:1][c:2]1[cH:3][cH:4][c:5]([N+:8]([O-:9])=[O:10])[cH:6][c:7]1[S:11](=[O:12])(=[O:13])[OH:14]. Reactants: BrC(C)C1=CC=NC=2N1N=CN2 (7-(1-bromoethyl)-1,2,4-triazolo[1,5-a]pyrimidine), C(#N)C1=CC=C(C=C1)O (4-cyanophenol), [H-].[Na+] (sodium hydride). Solvent: COCCOC (1,2-dimethoxyethane), COCCOC (1,2-dimethoxyethane), COCCOC (1,2-dimethoxyethane). Reaction conditions: time 30 minute. Product: C(#N)C1=CC=C(OC(C)C2=CC=NC=3N2N=CN3)C=C1 (7-[1-(4-cyanophenoxy)ethyl]-1,2,4-triazolo[1,5-a]pyrimidine). RXN SMILES: [C:1]([C:3]1[CH:8]=[CH:7][C:6]([OH:9])=[CH:5][CH:4]=1)#[N:2].[H-].[Na+].Br[CH:13]([C:15]1[N:20]2[N:21]=[CH:22][N:23]=[C:19]2[N:18]=[CH:17][CH:16]=1)[CH3:14]>COCCOC>[C:1]([C:3]1[CH:8]=[CH:7][C:6]([O:9][CH:13]([C:15]2[N:20]3[N:21]=[CH:22][N:23]=[C:19]3[N:18]=[CH:17][CH:16]=2)[CH3:14])=[CH:5][CH:4]=1)#[N:2] |f:1.2|. Procedure: A solution of 4-cyanophenol (1.19 g) in dry 1,2-dimethoxyethane was added slowly to a stirred suspension of sodium hydride (0.48 g) in dry 1,2-dimethoxyethane (35 ml). The mixture was stirred for 30 minutes, then a solution of 7-(1-bromoethyl)-1,2,4-triazolo[1,5-a]pyrimidine (2.27 g, prepared in a similar manner to that described in Example 6 below) in dry 1,2-dimethoxyethane (85 ml) was added dropwise. The reaction mixture was stirred overnight at room temperature. The sodium bromide was remove...